This data is from the Open Reaction Database (ORD), a public repository of structured organic reaction records. The task is: describe an organic reaction: reactants, conditions, products, and yield Starting materials: OCC1=C(C(C2=CC=CC=C2)O)C=CC=C1 (2-hydroxymethylbenzhydrol), S(=O)(=O)([O-])[O-].[Mg+2] (magnesium sulfate), C(CN)N (ethylenediamine). Solvent: C1=CC=CC=C1 (benzene), C1=CC=CC=C1 (benzene). Reaction conditions: time 30 minute. The product is NCCN1C(C2=CC=CC=C2C1)C1=CC=CC=C1 (2-(2-aminoethyl)-1-phenylisoindoline). RXN SMILES: O[CH2:2][C:3]1[CH:16]=[CH:15][CH:14]=[CH:13][C:4]=1[CH:5](O)[C:6]1[CH:11]=[CH:10][CH:9]=[CH:8][CH:7]=1.S([O-])([O-])(=O)=O.[Mg+2].[CH2:23]([NH2:26])[CH2:24][NH2:25]>C1C=CC=CC=1>[NH2:25][CH2:24][CH2:23][N:26]1[CH2:2][C:3]2[C:4](=[CH:13][CH:14]=[CH:15][CH:16]=2)[CH:5]1[C:6]1[CH:11]=[CH:10][CH:9]=[CH:8][CH:7]=1 |f:1.2|. Procedure details: A solution of 127 g. (0.59 mole) of 2-hydroxymethylbenzhydrol was dissolved in 900 ml. of benzene, 80 g. of anhydrous magnesium sulfate was added and the mixture was cooled in an ice bath. Hydrogen bromide was bubbled into the stirred solution until saturation which took about 30 minutes. During this time the temperature of the solution was kept at 15°-18°. The ice bath was removed and the temperature was allowed to rise to 35° in the course of 1 hour. The mixture was heated for another hour at ... The reactants are BrC=1C=C(C=NC1)C(=O)NC=1OC(=NN1)C=1OC=CC1 (5-bromo-N-[5-(2-furyl)-1,3,4-oxadiazol-2-yl]-3-pyridinecarboxamide), C1(=CC=C(C=C1)B(O)O)C1=CC=CC=C1 (4-biphenylboronic acid). The product is C1(=CC=C(C=C1)C=1C=C(C=NC1)C(=O)NC=1OC(=NN1)C=1OC=CC1)C1=CC=CC=C1 (5-(4-Biphenylyl)-N-[5-(2-furyl)-1,3,4-oxadiazol-2-yl]-3-pyridinecarboxamide). As a reaction SMILES: Br[C:2]1[CH:3]=[C:4]([C:8]([NH:10][C:11]2[O:12][C:13]([C:16]3[O:17][CH:18]=[CH:19][CH:20]=3)=[N:14][N:15]=2)=[O:9])[CH:5]=[N:6][CH:7]=1.[C:21]1([C:30]2[CH:35]=[CH:34][CH:33]=[CH:32][CH:31]=2)[CH:26]=[CH:25][C:24](B(O)O)=[CH:23][CH:22]=1>>[C:21]1([C:30]2[CH:31]=[CH:32][CH:33]=[CH:34][CH:35]=2)[CH:26]=[CH:25][C:24]([C:2]2[CH:3]=[C:4]([C:8]([NH:10][C:11]3[O:12][C:13]([C:16]4[O:17][CH:18]=[CH:19][CH:20]=4)=[N:14][N:15]=3)=[O:9])[CH:5]=[N:6][CH:7]=2)=[CH:23][CH:22]=1. Reported procedure: The title compound was synthesized in accordance with the synthesis method of compound Ia-50, using 5-bromo-N-[5-(2-furyl)-1,3,4-oxadiazol-2-yl]-3-pyridinecarboxamide prepared in Reference Example 8 instead of compound Ia-50 and using commercially available 4-biphenylboronic acid instead of 1-methyl-5-indoleboronic acid pinacol ester. RXN SMILES: [CH2:5]([CH3:6])[S:7](=[O:8])(=[O:9])[c:10]1[cH:11][c:12]([C:20](=[O:21])[OH:22])[c:13]2[c:14]([cH:19]1)[O:15][CH2:16][CH2:17][O:18]2.[O:23]=[CH:24][N:25]([CH3:26])[CH3:27].[S:1]([Cl:2])([Cl:3])=[O:4]>>[Cl:3][C:20]([c:12]1[cH:11][c:10]([S:7]([CH2:5][CH3:6])(=[O:8])=[O:9])[cH:19][c:14]2[c:13]1[O:18][CH2:17][CH2:16][O:15]2)=[O:22]. Yields the product CCS(=O)(=O)c1cc2c(c(C(=O)Cl)c1)OCCO2. Starting materials: CCS(=O)(=O)c1cc2c(c(C(=O)O)c1)OCCO2, CN(C)C=O, O=S(Cl)Cl. Starting materials: C\C(=C/CNC(CP(OCC)(OCC)=O)=O)\CC\C=C(\CCC=C(C)C)/C (Diethyl [2-[(E,E)-3,7,11-trimethyl-2,6,10-dodecatrienylamino]-2-oxo-ethyl]phosphonate). Run in C1(=CC=CC=C1)C (toluene). Yields the product C\C(=C/CNC(CP(O)(O)=O)=O)\CC\C=C(\CCC=C(C)C)/C ([2-[(E,E)-3,7,11-Trimethyl-2,6,10-dodecatrienylamino]-2-oxo-ethyl]phosphonic acid). The yield is 46.9%. Reaction SMILES: [CH3:1]/[C:2](/[CH2:17][CH2:18]/[CH:19]=[C:20](\[CH3:27])/[CH2:21][CH2:22][CH:23]=[C:24]([CH3:26])[CH3:25])=[CH:3]\[CH2:4][NH:5][C:6](=[O:16])[CH2:7][P:8](=[O:15])([O:12]CC)[O:9]CC>C1(C)C=CC=CC=1>[CH3:1]/[C:2](/[CH2:17][CH2:18]/[CH:19]=[C:20](\[CH3:27])/[CH2:21][CH2:22][CH:23]=[C:24]([CH3:26])[CH3:25])=[CH:3]\[CH2:4][NH:5][C:6](=[O:16])[CH2:7][P:8](=[O:9])([OH:15])[OH:12]. Reported procedure: Diethyl [2-[(E,E)-3,7,11-trimethyl-2,6,10-dodecatrienylamino]-2-oxo-ethyl]phosphonate (0.325 g, 0.81 mmol) was deprotected in a similar fashion as that described in Step 2 of Example 2. The reaction mixture was diluted with toluene, then evaporated. This process was repeated two more times. The final residue was treated with diluted hydrochloride acid (0.1N) and extracted with ethyl acetate. The extract was washed with water three times, then dried and filtered. Evaporation of the filtrate affor...